This data is from the Open Reaction Database (ORD), a public repository of structured organic reaction records. The task is: describe an organic reaction: reactants, conditions, products, and yield Reactants: [BH4-], CO, O=Cc1ccc(C2CC2)cc1, [Li+], O. Yields the product OCc1ccc(C2CC2)cc1. As a reaction SMILES: [BH4-:12].[CH3:15][OH:16].[CH:1]1([c:4]2[cH:5][cH:6][c:7]([CH:8]=[O:9])[cH:10][cH:11]2)[CH2:2][CH2:3]1.[Li+:13].[OH2:14]>>[CH:1]1([c:4]2[cH:5][cH:6][c:7]([CH2:8][OH:9])[cH:10][cH:11]2)[CH2:2][CH2:3]1. Reactants: Cl.Cl.NC1=CC(=C(C(=O)NCC2CCNCC2)C=C1Cl)OC (4-Amino-5-chloro-2-methoxy-N-(piperidin-4-ylmethyl)benzamide dihydrochloride), C(C1=CC=CC=C1)S(=O)(=O)CCCCl (3-benzylsulfonylpropyl chloride), C([O-])([O-])=O.[K+].[K+] (potassium carbonate). Yields the product NC1=CC(=C(C(=O)NCC2CCN(CC2)CCCS(=O)(=O)CC2=CC=CC=C2)C=C1Cl)OC (4-amino-5-chloro-2-methoxy-N-((1-(3-benzylsulfonylpropyl)piperidin-4-yl)methyl)-benzamide). Yield: 41.3%. RXN SMILES: Cl.Cl.[NH2:3][C:4]1[C:19]([Cl:20])=[CH:18][C:7]([C:8]([NH:10][CH2:11][CH:12]2[CH2:17][CH2:16][NH:15][CH2:14][CH2:13]2)=[O:9])=[C:6]([O:21][CH3:22])[CH:5]=1.[CH2:23]([S:30]([CH2:33][CH2:34][CH2:35]Cl)(=[O:32])=[O:31])[C:24]1[CH:29]=[CH:28][CH:27]=[CH:26][CH:25]=1.C(=O)([O-])[O-].[K+].[K+]>>[NH2:3][C:4]1[C:19]([Cl:20])=[CH:18][C:7]([C:8]([NH:10][CH2:11][CH:12]2[CH2:13][CH2:14][N:15]([CH2:35][CH2:34][CH2:33][S:30]([CH2:23][C:24]3[CH:29]=[CH:28][CH:27]=[CH:26][CH:25]=3)(=[O:31])=[O:32])[CH2:16][CH2:17]2)=[O:9])=[C:6]([O:21][CH3:22])[CH:5]=1 |f:0.1.2,4.5.6|. Reported procedure: 4-Amino-5-chloro-2-methoxy-N-(piperidin-4-ylmethyl)benzamide dihydrochloride (8.00 g) as a starting compound, 3-benzylsulfonylpropyl chloride (6.03 g) and potassium carbonate (13.4 g) were reacted and purified in the same manner as in Example 199 to give 4.40 g of 4-amino-5-chloro-2-methoxy-N-((1-(3-benzylsulfonylpropyl)piperidin-4-yl)methyl)-benzamide, m.p. 166°-168° C. Starting materials: C1CCOC1, C[Si](C)(C)Cl, OC(c1ccc[nH]1)C(F)(F)C(F)(F)C(F)(F)F, [H-], [Na+]. The product is C[Si](C)(C)OC(c1ccc[nH]1)C(F)(F)C(F)(F)C(F)(F)F. RXN SMILES: [CH2:25]1[O:26][CH2:27][CH2:28][CH2:29]1.[CH3:20][Si:21]([CH3:22])([CH3:23])[Cl:24].[F:1][C:2]([CH:3]([OH:4])[c:5]1[nH:6][cH:7][cH:8][cH:9]1)([C:10]([C:11]([F:12])([F:13])[F:14])([F:15])[F:16])[F:17].[H-:18].[Na+:19]>>[F:1][C:2]([CH:3]([O:4][Si:21]([CH3:20])([CH3:22])[CH3:23])[c:5]1[nH:6][cH:7][cH:8][cH:9]1)([C:10]([C:11]([F:12])([F:13])[F:14])([F:15])[F:16])[F:17]. The reactants are Nc1ncc(Br)c(Cl)c1[N+](=O)[O-], Cn1ccnc1CN1CCNCC1, CC(C)O, CCN(C(C)C)C(C)C. Product: Cn1ccnc1CN1CCN(c2c(Br)cnc(N)c2[N+](=O)[O-])CC1. As a reaction SMILES: [Br:14][c:15]1[c:16]([Cl:25])[c:17]([N+:22](=[O:23])[O-:24])[c:18]([NH2:21])[n:19][cH:20]1.[CH3:1][n:2]1[c:3]([CH2:7][N:8]2[CH2:9][CH2:10][NH:11][CH2:12][CH2:13]2)[n:4][cH:5][cH:6]1.[CH:26]([OH:27])([CH3:28])[CH3:29].[CH:30]([N:31]([CH2:32][CH3:33])[CH:34]([CH3:35])[CH3:36])([CH3:37])[CH3:38]>>[CH3:1][n:2]1[c:3]([CH2:7][N:8]2[CH2:9][CH2:10][N:11]([c:16]3[c:15]([Br:14])[cH:20][n:19][c:18]([NH2:21])[c:17]3[N+:22](=[O:23])[O-:24])[CH2:12][CH2:13]2)[n:4][cH:5][cH:6]1. The reactants are C(C=1C(S)=CC=CC1)(=O)OC (Methyl thiosalicylate), BrCCC1=CC(=CC=C1)OC(C)(C)C (1-(2-Bromoethyl)-3-tert-butoxybenzene), C(=O)([O-])[O-].[K+].[K+] (potassium carbonate, anhydrous). Solvent: C(C)#N (acetonitrile). Product: C(C)(C)(C)OC=1C=C(C=CC1)CCSC1=C(C(=O)OC)C=CC=C1 (Methyl 2-{[2-(3-tert-butoxyphenyl)ethyl]thio}benzoate). Isolated yield 98.2%. As a reaction SMILES: Br[CH2:2][CH2:3][C:4]1[CH:9]=[CH:8][CH:7]=[C:6]([O:10][C:11]([CH3:14])([CH3:13])[CH3:12])[CH:5]=1.[C:15]([O:24][CH3:25])(=[O:23])[C:16]1[C:17](=[CH:19][CH:20]=[CH:21][CH:22]=1)[SH:18].C([O-])([O-])=O.[K+].[K+]>C(#N)C>[C:11]([O:10][C:6]1[CH:5]=[C:4]([CH2:3][CH2:2][S:18][C:17]2[CH:19]=[CH:20][CH:21]=[CH:22][C:16]=2[C:15]([O:24][CH3:25])=[O:23])[CH:9]=[CH:8][CH:7]=1)([CH3:14])([CH3:13])[CH3:12] |f:2.3.4|. Procedure details: 1-(2-Bromoethyl)-3-tert-butoxybenzene (320 mg, 1.244 mmol) was dissolved in acetonitrile (15 ml). Methyl thiosalicylate (209 mg, 1.244 mmol) was added and then potassium carbonate, anhydrous (258 mg, 1.866 mmol) was added. The mixture was heated to reflux for 3 hours and then evaporated under vacuum to dryness. Chromatography of the residue on a column (ISOLUTE® SI, 5 g/25 ml) using ethyl acetate/heptane (5:95) as eluant gave 421 mg desired product, yield 98%. Starting materials: CN(C=O)C (N,N-Dimethylformamide), OC1=CC=C(CCN2CCC(CC2)N2CCC3=CC=CC=C23)C=C1 (1-[1-(4-hydroxyphenethyl)piperidin-4-yl]indoline), C([O-])([O-])=O.[K+].[K+] (potassium carbonate), Cl.CN(CCCl)C (2-dimethylaminoethyl chloride hydrochloride), resultant mixture. Run in C(C)(=O)OCC (ethyl acetate). Run at temperature 80 celsius, time 12 hour. Product: CN(CCOC1=CC=C(CCN2CCC(CC2)N2CCC3=CC=CC=C23)C=C1)C (1-{1-[4-(2-dimethylaminoethoxy)phenethyl]piperidin-4-yl}indoline). The yield is 42.6%. Reaction SMILES: CN(C)C=O.[OH:6][C:7]1[CH:29]=[CH:28][C:10]([CH2:11][CH2:12][N:13]2[CH2:18][CH2:17][CH:16]([N:19]3[C:27]4[C:22](=[CH:23][CH:24]=[CH:25][CH:26]=4)[CH2:21][CH2:20]3)[CH2:15][CH2:14]2)=[CH:9][CH:8]=1.C(=O)([O-])[O-].[K+].[K+].Cl.[CH3:37][N:38]([CH3:42])[CH2:39][CH2:40]Cl>C(OCC)(=O)C>[CH3:37][N:38]([CH3:42])[CH2:39][CH2:40][O:6][C:7]1[CH:8]=[CH:9][C:10]([CH2:11][CH2:12][N:13]2[CH2:14][CH2:15][CH:16]([N:19]3[C:27]4[C:22](=[CH:23][CH:24]=[CH:25][CH:26]=4)[CH2:21][CH2:20]3)[CH2:17][CH2:18]2)=[CH:28][CH:29]=1 |f:2.3.4,5.6|. Reported procedure: N,N-Dimethylformamide (2.5 ml) was added to 1-[1-(4-hydroxyphenethyl)piperidin-4-yl]indoline (0.1 g), potassium carbonate (0.081 g) and 2-dimethylaminoethyl chloride hydrochloride (0.078 g) followed by stirring at 80° C. overnight (12 hr). After allowing to cool, the resultant mixture was mixed with ethyl acetate (200 ml) and the layers were separated. The organic layer was washed with brine, dried over anhydrous magnesium sulfate and concentrated under reduced pressure. The residue was purified... The reactants are C(C)OC(C(=C1CCCCC1)C#N)=O (cyano-cyclohexylidene-acetic acid ethyl ester), [N+](=O)([O-])C (nitromethane), N12CCCCCC2=NCCC1 (1,8-diazabicyclo[5.4.0]undec-7-ene). Solvent: C(C)#N (acetonitrile). Conditions: time 2.5 hour. Product: C(C)OC(=O)C1(CC12CCCCC2)C#N (1-cyano-spiro[2.5]octane-1-carboxylic acid ethyl ester). Yield: 74.9%. Reaction SMILES: [CH2:1]([O:3][C:4](=[O:14])[C:5]([C:12]#[N:13])=[C:6]1[CH2:11][CH2:10][CH2:9][CH2:8][CH2:7]1)[CH3:2].[N+]([CH3:18])([O-])=O.N12CCCN=C1CCCCC2>C(#N)C>[CH2:1]([O:3][C:4]([C:5]1([C:12]#[N:13])[C:6]2([CH2:11][CH2:10][CH2:9][CH2:8][CH2:7]2)[CH2:18]1)=[O:14])[CH3:2]. Procedure: To a solution of cyano-cyclohexylidene-acetic acid ethyl ester (1.37 g, 7.09 mmol) in 30 mL acetonitrile was added nitromethane (1.92 mL, 35.5 mmol), followed by 1,8-diazabicyclo[5.4.0]undec-7-ene (DBU) (1.06 mL, 7.09 mmol) resulting in an orange solution. The reaction was stirred for 2.5 hours, then partitioned between ethyl ether (Et2O) and 1N hydrochloric acid (HCl) (aq). The phases were separated, and the organic phase washed with brine, dried over magnesium sulfate (MgSO4), and concentrated... The reactants are C1(=CC=CC=C1)S(=O)(=O)C=1C=CC(=C(C1)O)[N+](=O)[O-] (5-benzenesulfonyl-2-nitro-phenol). Reagents/catalysts: [Pd] (palladium). Run in C(C)O (ethanol), C(C)O (ethanol). The product is NC1=C(C=C(C=C1)S(=O)(=O)C1=CC=CC=C1)O (2-amino-5-benzenesulfonyl-phenol). Isolated yield 49.9%. Reaction SMILES: [C:1]1([S:7]([C:10]2[CH:11]=[CH:12][C:13]([N+:17]([O-])=O)=[C:14]([OH:16])[CH:15]=2)(=[O:9])=[O:8])[CH:6]=[CH:5][CH:4]=[CH:3][CH:2]=1>C(O)C.[Pd]>[NH2:17][C:13]1[CH:12]=[CH:11][C:10]([S:7]([C:1]2[CH:6]=[CH:5][CH:4]=[CH:3][CH:2]=2)(=[O:9])=[O:8])=[CH:15][C:14]=1[OH:16]. Procedure: To a 1 liter flask was added 500 mg of a 5% dispersion of palladium metal on charcoal. The solid was wetted with 40 mL of ethanol and the flask was charged with a solution of 5-benzenesulfonyl-2-nitro-phenol (17.35 g., 62.1 mmol) in 350 mL ethanol. The flask was purged with hydrogen gas and a pressure of 1 Atm was maintained for 2 hours. The reaction mixture was filtered through celite, the filtrate concentrated in vacu, and the resulting residue was purified by flash (1:1:2 of “magic base” (6:1... Reactants: [BH4-].[Na+] (Sodium borohydride), ClC1=CC=C2/C(/C(NC2=C1)=O)=C/C1=CC=C(C=C1)Cl (Z-6-chloro-3-(4-chloro-benzylidene)-1,3-dihydro-indol-2-one), O (water). The solvent is CO (methanol), CS(=O)C (DMSO). Product: ClC1=CC=C2C(C(NC2=C1)=O)CC1=CC=C(C=C1)Cl (rac-6-chloro-3-(4-chloro-benzyl)-1,3-dihydro-indol-2-one). Isolated yield 94.9%. As a reaction SMILES: [BH4-].[Na+].[Cl:3][C:4]1[CH:12]=[C:11]2[C:7](/[C:8](=[CH:14]/[C:15]3[CH:20]=[CH:19][C:18]([Cl:21])=[CH:17][CH:16]=3)/[C:9](=[O:13])[NH:10]2)=[CH:6][CH:5]=1.O>CO.CS(C)=O>[Cl:3][C:4]1[CH:12]=[C:11]2[C:7]([CH:8]([CH2:14][C:15]3[CH:16]=[CH:17][C:18]([Cl:21])=[CH:19][CH:20]=3)[C:9](=[O:13])[NH:10]2)=[CH:6][CH:5]=1 |f:0.1|. Procedure details: Sodium borohydride (3.0 g, 79 mmol) (Aldrich) was added in small portions to a suspension of 6-chloro-3-(4-chloro-benzylidene)-1,3-dihydro-indol-2-one (19 g, 66 mmol) (from example 76a supra) in methanol (200 mL) and DMSO (50 mL) at such a rate that gas evolution was not too vigorous. When the addition was complete, mixture was stirred at room temperature for 0.5 h-1 h. After water (200 mL) was added, the resulting precipitate was collected and dried to give 18.3 g of rac-6-chloro-3-(4-chloro-be...